Dataset: the Open Reaction Database (ORD), a public repository of structured organic reaction records. Task: describe an organic reaction: reactants, conditions, products, and yield Reactants: trans-4-(4-cyanophenyl)cyclohexylcarboaldehyde, C(#N)C1=CC=C(C=C1)[C@@H]1CC[C@H](CC1)C=O (trans-4-(4-cyanophenyl)cyclohexanecarboaldehyde), C1(=CC=CC=C1)C (toluene), CC(C)([O-])C.[K+] (potassium t-butoxide), C1(=CC=CC=C1)C (toluene), [Cl-].COC[P+](C1=CC=CC=C1)(C1=CC=CC=C1)C1=CC=CC=C1 (methoxymethyltriphenylphosphonium chloride). Solvent: C(C)(C)(C)OC (methyl t-butyl ether), O (water), C(C)(C)(C)OC (methyl t-butyl ether). Reaction conditions: temperature -10 celsius, time 10 minute. The product is COC=C[C@@H]1CC[C@H](CC1)C1=C(C=CC=C1)C#N (trans-1-(2-methoxy-1-ethenyl)-4-(cyanophenyl)cyclohexane). RXN SMILES: [Cl-].[CH3:2][O:3][CH2:4][P+](C1C=CC=CC=1)(C1C=CC=CC=1)C1C=CC=CC=1.CC(C)([O-])C.[K+].[C:30]([C:32]1[CH:37]=[CH:36][C:35]([C@H]2CC[C@H](C=O)CC2)=[CH:34][CH:33]=1)#[N:31].[C:46]1([CH3:52])[CH:51]=[CH:50][CH:49]=[CH:48][CH:47]=1>C(OC)(C)(C)C.O>[CH3:2][O:3][CH:4]=[CH:52][C@H:46]1[CH2:51][CH2:50][C@H:49]([C:37]2[CH:36]=[CH:35][CH:34]=[CH:33][C:32]=2[C:30]#[N:31])[CH2:48][CH2:47]1 |f:0.1,2.3|. Reported procedure: Commercially available methoxymethyltriphenylphosphonium chloride (127.5 g, 0.372 mol) was added to methyl t-butyl ether (1 l), followed by adding potassium t-butoxide (43.1 g, 0.384 mol) in argon atmosphere with stirring at -10° C. over 10 minutes, agitating the reaction solution at 0° C. for one hour, dropwise adding a solution of trans-4-(4-cyanophenyl)cyclohexylcarboaldehyde (V) obtained in Example 1, (i) (44.1 g, 0.207 mol) in methyl t-butyl ether (200 ml) at =10° C. over 15 minutes, agitat... Reactants: CC(C)(C)OC(=O)ONCCC1CCNCC1, CCO, Clc1ccncc1, Cl. The product is CC(C)(C)OC(=O)ONCCC1CCN(c2ccncc2)CC1. Reaction SMILES: [C:1]([CH3:2])([CH3:3])([CH3:4])[O:5][C:6](=[O:7])[O:8][NH:9][CH2:10][CH2:11][CH:12]1[CH2:13][CH2:14][NH:15][CH2:16][CH2:17]1.[CH3:26][CH2:27][OH:28].[Cl:18][c:19]1[cH:20][cH:21][n:22][cH:23][cH:24]1.[ClH:25]>>[C:1]([CH3:2])([CH3:3])([CH3:4])[O:5][C:6](=[O:7])[O:8][NH:9][CH2:10][CH2:11][CH:12]1[CH2:13][CH2:14][N:15]([c:19]2[cH:20][cH:21][n:22][cH:23][cH:24]2)[CH2:16][CH2:17]1. Starting materials: O=C([O-])O, CCO, CCOC(C)=O, [Cl-], O=C(c1cccc([N+](=O)[O-])c1F)c1c[nH]c2ncncc12, [Na+], C1CCOC1, O, O, O. The product is Nc1cccc(C(=O)c2c[nH]c3ncncc23)c1F. RXN SMILES: [C:26](=[O:27])([OH:28])[O-:29].[CH3:31][CH2:32][OH:33].[CH3:39][CH2:40][O:41][C:42](=[O:43])[CH3:44].[Cl-:24].[F:1][c:2]1[c:3]([C:11](=[O:12])[c:13]2[cH:14][nH:15][c:16]3[n:17][cH:18][n:19][cH:20][c:21]23)[cH:4][cH:5][cH:6][c:7]1[N+:8]([O-:9])=[O:10].[Na+:30].[O:34]1[CH2:35][CH2:36][CH2:37][CH2:38]1.[OH2:22].[OH2:23].[OH2:25]>>[F:1][c:2]1[c:3]([C:11](=[O:12])[c:13]2[cH:14][nH:15][c:16]3[n:17][cH:18][n:19][cH:20][c:21]23)[cH:4][cH:5][cH:6][c:7]1[NH2:8]. The reactants are CC=1N=C(SC1C)N (4,5-Dimethylthiazol-2-ylamine), BrCCCOCC1=CC=CC=C1 ((3-bromo-propoxymethyl)-benzene), C12(CC3CC(CC(C1)C3)C2)C(=O)O (1-adamantane carboxylic acid). The product is C(C1=CC=CC=C1)OCCCN1/C(/SC(=C1C)C)=N/C(=O)C12CC3CC(CC(C1)C3)C2 (N-[(2Z)-3-[3-(benzyloxy)propyl]-4,5-dimethyl-1,3-thiazol-2(3H)-ylidene]adamantane-1-carboxamide). As a reaction SMILES: [CH3:1][C:2]1[N:3]=[C:4]([NH2:8])[S:5][C:6]=1[CH3:7].Br[CH2:10][CH2:11][CH2:12][O:13][CH2:14][C:15]1[CH:20]=[CH:19][CH:18]=[CH:17][CH:16]=1.[C:21]12([C:31](O)=[O:32])[CH2:30][CH:25]3[CH2:26][CH:27]([CH2:29][CH:23]([CH2:24]3)[CH2:22]1)[CH2:28]2>>[CH2:14]([O:13][CH2:12][CH2:11][CH2:10][N:3]1[C:2]([CH3:1])=[C:6]([CH3:7])[S:5]/[C:4]/1=[N:8]\[C:31]([C:21]12[CH2:30][CH:25]3[CH2:24][CH:23]([CH2:29][CH:27]([CH2:26]3)[CH2:28]1)[CH2:22]2)=[O:32])[C:15]1[CH:20]=[CH:19][CH:18]=[CH:17][CH:16]=1. Procedure: 4,5-Dimethylthiazol-2-ylamine, (3-bromo-propoxymethyl)-benzene and 1-adamantane carboxylic acid were processed as described in Example 47 to afford the title compound. 1H NMR (CDCl3, 500 MHz) δ ppm 1.57-1.73 (m, 6H) 1.79-1.85 (m, 6H) 1.91-1.96 (m, 3H) 1.96-2.04 (m, 2H) 2.12-2.17 (m, 3H) 2.18-2.22 (m, 3H) 3.51 (t, J=5.93 Hz, 2H) 4.20 (t, 2H) 4.46 (s, 2H) 7.25-7.38 (m, 5H); MS (ESI) m/z 439 (M+H)+. Procedure: Synthesis was carried out in the same manner as in Synthesis Method 2 (6) in Reference Synthetic Example 3 by using 1.58 g (0.0058 mol) of 1-[5-(2,3-dihydro-benzofuran-5-yl)-4-methoxythiophen-3-yl]ethanone to obtain the desired product (0.8 g yield: 53%). Yields the product O1CCC2=C1C=CC(=C2)C2=C(C(=CS2)C(C)=O)O (1-[5-(2,3-dihydro-benzofuran-5-yl)-4-hydroxythiophen-3-yl]ethanone). Isolated yield 53.0%. The reactants are OC=1C(=CSC1C1=CC=2CCCCC2C=C1)C(C)=O (1-[4-hydroxy-5-(5,6,7,8-tetrahydronaphthalen-2-yl)thiophen-3-yl]ethanone), O1CCC2=C1C=CC(=C2)C2=C(C(=CS2)C(C)=O)OC (1-[5-(2,3-dihydro-benzofuran-5-yl)-4-methoxythiophen-3-yl]ethanone). Reaction SMILES: OC1C(C(=O)C)=CSC=1C1C=CC2CCCCC=2C=1.[O:20]1[C:24]2[CH:25]=[CH:26][C:27]([C:29]3[S:33][CH:32]=[C:31]([C:34](=[O:36])[CH3:35])[C:30]=3[O:37]C)=[CH:28][C:23]=2[CH2:22][CH2:21]1>>[O:20]1[C:24]2[CH:25]=[CH:26][C:27]([C:29]3[S:33][CH:32]=[C:31]([C:34](=[O:36])[CH3:35])[C:30]=3[OH:37])=[CH:28][C:23]=2[CH2:22][CH2:21]1.